Dataset: the Open Reaction Database (ORD), a public repository of structured organic reaction records. Task: describe an organic reaction: reactants, conditions, products, and yield Starting materials: FC1=CC=C(C=O)C=C1 (4-fluorobenzaldehyde), C([O-])([O-])=O.[K+].[K+] (potassium carbonate), N1(CCNCC1)C(C)=O (1-piperazin-1-ylethanone). The solvent is CN(C=O)C (N,N-dimethylformamide), CCOC(=O)C (EtOAc). Run at temperature 130 celsius, time 16 hour. The product is C(C)(=O)N1CCN(CC1)C1=CC=C(C=O)C=C1 (4-(4-acetylpiperazin-1-yl)benzaldehyde). Yield: 63.8%. Reaction SMILES: F[C:2]1[CH:9]=[CH:8][C:5]([CH:6]=[O:7])=[CH:4][CH:3]=1.C(=O)([O-])[O-].[K+].[K+].[N:16]1([C:22](=[O:24])[CH3:23])[CH2:21][CH2:20][NH:19][CH2:18][CH2:17]1>CN(C)C=O.CCOC(C)=O>[C:22]([N:16]1[CH2:21][CH2:20][N:19]([C:2]2[CH:9]=[CH:8][C:5]([CH:6]=[O:7])=[CH:4][CH:3]=2)[CH2:18][CH2:17]1)(=[O:24])[CH3:23] |f:1.2.3|. Procedure: To a solution of 4-fluorobenzaldehyde (5 g, 40.2 mmol) in N,N-dimethylformamide (130 mL) was added potassium carbonate (8.35 g, 60.4 mmol) and 1-piperazin-1-ylethanone (10.3 g, 80.5 mmol) and the reaction was stirred at 130° C. for 16 hours. The reaction was then cooled to ambient temperature, diluted with EtOAc and washed with water (×2) and brine. The organic layer was then dried with MgSO4, concentrated and purified by silica gel column chromatography (0-10% methanol in dichloromethane) to gi... Starting materials: [Al+3], CO, [H-], [H-], [H-], [H-], [Li+], N, C1CCOC1, COC(=O)c1ccc(C=Cc2ccncc2)cc1. Yields the product OCc1ccc(C=Cc2ccncc2)cc1. RXN SMILES: [Al+3:2].[CH3:26][OH:27].[H-:1].[H-:4].[H-:5].[H-:6].[Li+:3].[NH3:25].[O:28]1[CH2:29][CH2:30][CH2:31][CH2:32]1.[n:7]1[cH:8][cH:9][c:10]([CH:13]=[CH:14][c:15]2[cH:16][cH:17][c:18]([C:19](=[O:20])[O:21][CH3:22])[cH:23][cH:24]2)[cH:11][cH:12]1>>[n:7]1[cH:8][cH:9][c:10]([CH:13]=[CH:14][c:15]2[cH:16][cH:17][c:18]([CH2:19][OH:20])[cH:23][cH:24]2)[cH:11][cH:12]1. Starting materials: O.NN (hydrazine monohydrate), NC=1C=C(C(=O)OC)C=CN1 (methyl 2-aminoisonicotinate), N1=CC=CC=C1 (pyridine), ClC(=O)OC1=CC=C(C=C1)[N+](=O)[O-] (4-nitrophenyl chloroformate). Run in O1CCCC1 (tetrahydrofuran), ClCCl (dichloromethane). Conditions: time 1 hour. Yields the product N(N)C(=O)NC=1C=C(C(=O)OC)C=CN1 (methyl 2-(hydrazinecarboxamido)isonicotinate). Isolated yield 58.6%. Reaction SMILES: [NH2:1][C:2]1[CH:3]=[C:4]([CH:9]=[CH:10][N:11]=1)[C:5]([O:7][CH3:8])=[O:6].[N:12]1[CH:17]=CC=CC=1.ClC(OC1C=CC([N+]([O-])=O)=CC=1)=O.[OH2:31].[NH2:32]N>O1CCCC1.ClCCl>[NH:12]([C:17]([NH:1][C:2]1[CH:3]=[C:4]([CH:9]=[CH:10][N:11]=1)[C:5]([O:7][CH3:8])=[O:6])=[O:31])[NH2:32] |f:3.4|. Procedure details: To a solution of methyl 2-aminoisonicotinate (5.00 g, 32.9 mmol) and pyridine (3.90 g, 49.3 mmol) in anhydrous tetrahydrofuran (100 mL) and dichloromethane (100 mL) was added 4-nitrophenyl chloroformate (7.95 g, 39.4 mmol) at 0° C. The resulting solution was stirred for 1 hour at ambient temperature and filtered. The solid was washed with tetrahydrofuran (30 mL) and concentrated in vacuo to dryness. The residue was dissolved in tetrahydrofuran (40 mL), followed by the addition of hydrazine monoh... Reactants: BrC=1C=C(C=CC1)C1=C2C=CC3=C(C2=NC=2C4=C(C=CC12)C=CC=C4)C=CC=C3 (7-(3-bromophenyl)dibenzo[c,h]acridine), C1(=CC=C2C=CC3=CC=CC4=CC=C1C2=C34)B(O)O (pyren-1-ylboronic acid), Palladium tetrakis triphenylphoshine, C([O-])([O-])=O.[K+].[K+] (potassium carbonate), C1(=CC=CC=C1)C (toluene). Run in C(C)O (ethanol). Conditions: temperature 80 celsius, time 24 hour. Yields the product C1(=CC=C2C=CC3=CC=CC4=CC=C1C2=C34)C=3C=C(C=CC3)C3=C4C=CC2=C(C4=NC=4C1=C(C=CC34)C=CC=C1)C=CC=C2 (7-(3-(pyren-1-yl)phenyl)dibenzo[c,h]acridine). RXN SMILES: Br[C:2]1[CH:3]=[C:4]([C:8]2[C:21]3[CH:20]=[CH:19][C:18]4[CH:22]=[CH:23][CH:24]=[CH:25][C:17]=4[C:16]=3[N:15]=[C:14]3[C:9]=2[CH:10]=[CH:11][C:12]2[CH:29]=[CH:28][CH:27]=[CH:26][C:13]=23)[CH:5]=[CH:6][CH:7]=1.[C:30]1(B(O)O)[C:43]2[C:44]3=[C:45]4[C:40](=[CH:41][CH:42]=2)[CH:39]=[CH:38][CH:37]=[C:36]4[CH:35]=[CH:34][C:33]3=[CH:32][CH:31]=1.C(=O)([O-])[O-].[K+].[K+].C1(C)C=CC=CC=1>C(O)C>[C:30]1([C:2]2[CH:3]=[C:4]([C:8]3[C:21]4[CH:20]=[CH:19][C:18]5[CH:22]=[CH:23][CH:24]=[CH:25][C:17]=5[C:16]=4[N:15]=[C:14]4[C:9]=3[CH:10]=[CH:11][C:12]3[CH:29]=[CH:28][CH:27]=[CH:26][C:13]=34)[CH:5]=[CH:6][CH:7]=2)[C:43]2[C:44]3=[C:45]4[C:40](=[CH:41][CH:42]=2)[CH:39]=[CH:38][CH:37]=[C:36]4[CH:35]=[CH:34][C:33]3=[CH:32][CH:31]=1 |f:2.3.4|. Procedure details: 10 (700 mg, 1.61 mmol), pyren-1-ylboronic acid (434 mg, 1.76 mmol), Palladium tetrakis triphenylphoshine (186 mg, 0.16 mmol) and potassium carbonate (1.34 g, 9.66 mmol) were introduced in a flask together with 17 mL toluene, 8.8 mL ethanol and 2.6 mL distilled water. This mixture is stirred at 80° C. during 24 hours before being filtered. The solid is then washed with hexane, water and some mL of chloroform before being dried. Starting materials: CC(C)(C)OCC(CP(c1ccccc1)c1ccccc1)P(c1ccccc1)c1ccccc1, O=C(O)C(F)(F)F. The product is OCC(CP(c1ccccc1)c1ccccc1)P(c1ccccc1)c1ccccc1. As a reaction SMILES: [C:1]([CH3:2])([CH3:3])([CH3:4])[O:5][CH2:6][CH:7]([CH2:8][P:9]([c:10]1[cH:11][cH:12][cH:13][cH:14][cH:15]1)[c:16]1[cH:17][cH:18][cH:19][cH:20][cH:21]1)[P:22]([c:23]1[cH:24][cH:25][cH:26][cH:27][cH:28]1)[c:29]1[cH:30][cH:31][cH:32][cH:33][cH:34]1.[OH:35][C:36]([C:37]([F:38])([F:39])[F:40])=[O:41]>>[OH:5][CH2:6][CH:7]([CH2:8][P:9]([c:10]1[cH:11][cH:12][cH:13][cH:14][cH:15]1)[c:16]1[cH:17][cH:18][cH:19][cH:20][cH:21]1)[P:22]([c:23]1[cH:24][cH:25][cH:26][cH:27][cH:28]1)[c:29]1[cH:30][cH:31][cH:32][cH:33][cH:34]1. The reactants are C(C)(C)(C)[Si](C)(C)OC1=C(C=C(C=C1)Cl)Cl (tert-butyl-(2,4-dichloro-phenoxy)-dimethyl-silane), C(CCC)[Li] (n-butyllithium), Cl (HCl), CN(C=O)C (N,N-dimethylformamide). Solvent: O1CCCC1 (tetrahydrofuran), O (water). Reaction conditions: time 30 minute. The product is ClC1=C(C=O)C(=CC=C1O)Cl (2,6-dichloro-3-hydroxy-benzaldehyde). Reaction SMILES: C([Si]([O:8][C:9]1[CH:14]=[CH:13][C:12]([Cl:15])=[CH:11][C:10]=1[Cl:16])(C)C)(C)(C)C.C([Li])CCC.CN(C)[CH:24]=[O:25].Cl>O1CCCC1.O>[Cl:16][C:10]1[C:9]([OH:8])=[CH:14][CH:13]=[C:12]([Cl:15])[C:11]=1[CH:24]=[O:25]. Reported procedure: To tert-butyl-(2,4-dichloro-phenoxy)-dimethyl-silane (113, 4.00 g, 0.0144 mol) in tetrahydrofuran (50.0 mL), under an atmosphere of nitrogen at −78° C., n-butyllithium (2.50 M in hexane, 6.06 mL) was added slowly. After 30 minutes, N,N-dimethylformamide (1.34 mL, 0.0173 mol) was added to the reaction. After 1 hour, the reaction was allowed to warm to room temperature. 1N HCl (40 mL) was added to the reaction. The reaction was poured into water and extracted with ethyl acetate. The organic layer ... The reactants are ClC1=CC=C(C=C1)O (4-chlorophenol), C([O-])([O-])=O.[K+].[K+] (potassium carbonate), ClCC#N (chloroacetonitrile), CS(=O)C (dimethyl sulfoxide), ice. The solvent is O (water). Run at time 3 hour. Product: ClC1=CC=C(OCC#N)C=C1 (4-chlorophenoxyacetonitrile). Yield: 92.5%. Reaction SMILES: [Cl:1][C:2]1[CH:7]=[CH:6][C:5]([OH:8])=[CH:4][CH:3]=1.C(=O)([O-])[O-].[K+].[K+].Cl[CH2:16][C:17]#[N:18].CS(C)=O>O>[Cl:1][C:2]1[CH:7]=[CH:6][C:5]([O:8][CH2:16][C:17]#[N:18])=[CH:4][CH:3]=1 |f:1.2.3|. Reported procedure: A mixture of 64.25 g of 4-chlorophenol, 98 g of anhydrous potassium carbonate, 40 g of chloroacetonitrile and 100 ml of dimethyl sulfoxide was heated with stirring in a 500 ml round-bottomed three-necked flask at 70°-80° C. for 3.0 hours. The reaction mixture was then poured into ice and water. After the ice melted, the mixture was filtered and the product washed well with water which gave 77.5 g of 4-chlorophenoxyacetonitrile.